This data is from the Open Reaction Database (ORD), a public repository of structured organic reaction records. The task is: describe an organic reaction: reactants, conditions, products, and yield Reactants: CSSC (methyl disulfide), BrC1=CC(=CC=2CCN(CCC21)C)OC (6-bromo-8-methoxy-3-methyl-2,3,4,5-tetrahydro-1H-3-benzazepine), C(CCC)[Li] (n-butyl lithium), Cl (hydrochloric acid). The solvent is C1(=CC=CC=C1)C (toluene), O (water), C1(=CC=CC=C1)C (toluene), C1(=CC=CC=C1)C (toluene). Product: COC=1C=C(C2=C(CCN(CC2)C)C1)SC (8-methoxy-3-methyl-6-methylthio-2,3,4,5-tetrahydro-1H-3-benzazepine). Reaction SMILES: Br[C:2]1[C:12]2[CH2:11][CH2:10][N:9]([CH3:13])[CH2:8][CH2:7][C:6]=2[CH:5]=[C:4]([O:14][CH3:15])[CH:3]=1.C([Li])CCC.[CH3:21][S:22]SC.Cl>C1(C)C=CC=CC=1.O>[CH3:15][O:14][C:4]1[CH:3]=[C:2]([S:22][CH3:21])[C:12]2[CH2:11][CH2:10][N:9]([CH3:13])[CH2:8][CH2:7][C:6]=2[CH:5]=1. Procedure: A solution of 6-bromo-8-methoxy-3-methyl-2,3,4,5-tetrahydro-1H-3-benzazepine (2.7 g, 0.01 m) in toluene (30 ml) is added to a solution of n-butyl lithium (0.044 m) in toluene (15 ml) stirred at -78°. The mixture is stirred for thirty minutes, treated with a solution of methyl disulfide (8.2 g, 0.087 m) in toluene (10 ml), stirred for fifteen minutes and poured into water (125 ml). The mixture is acidified with 10% hydrochloric acid and the aqueous phase is washed with ether, made alkaline with a... Starting materials: O1CCCC2=C1C=CC(=C2)C=2C(=C(SC2C)C)C(C(=O)OC)=C (methyl 2-[4-(3,4-dihydro-2H-1-benzopyran-6-yl)-2,5-dimethylthiophen-3-yl]prop-2-enoate), C(C)(C)(C)[Li] (tert-Butyllithium), CCCCC (pentane). Run in O1CCCC1 (tetrahydrofuran). Reaction conditions: temperature -78 celsius, time 20 minute. Product: O1CCCC2=C1C=CC(=C2)C=2C(=C(SC2C)C)C(C(=O)OC)CC(C)(C)C (methyl 2-[4-(3,4-dihydro-2H-1-benzopyran-6-yl)-2,5-dimethylthiophen-3-yl]-4,4-dimethylpentanoate). The yield is 76.0%. RXN SMILES: [O:1]1[C:6]2[CH:7]=[CH:8][C:9]([C:11]3[C:12]([C:18](=[CH2:23])[C:19]([O:21][CH3:22])=[O:20])=[C:13]([CH3:17])[S:14][C:15]=3[CH3:16])=[CH:10][C:5]=2[CH2:4][CH2:3][CH2:2]1.[C:24]([Li])([CH3:27])([CH3:26])[CH3:25].CCCCC>O1CCCC1>[O:1]1[C:6]2[CH:7]=[CH:8][C:9]([C:11]3[C:12]([CH:18]([CH2:23][C:24]([CH3:27])([CH3:26])[CH3:25])[C:19]([O:21][CH3:22])=[O:20])=[C:13]([CH3:17])[S:14][C:15]=3[CH3:16])=[CH:10][C:5]=2[CH2:4][CH2:3][CH2:2]1. Reported procedure: Under a nitrogen atmosphere, a solution of methyl 2-[4-(3,4-dihydro-2H-1-benzopyran-6-yl)-2,5-dimethylthiophen-3-yl]prop-2-enoate (42c) (114 mg, 0.35 mmol) in anhydrous tetrahydrofuran (5 mL) was cooled to −78° C. tert-Butyllithium 1.6M in pentane (0.24 mL, 0.38 mmol) was added dropwise and the reaction mixture was stirred at −78° C. for 20 minutes before being quenched with brine (3 mL). The mixture was extracted with dichloromethane (2×6 mL). The organic layer was dried over sodium sulfate and... Starting materials: Cc1nc(Br)ccc1Br, CN(C)C=O, CCO, N#C[Cu], N#C[Na]. Product: Cc1nc(C#N)ccc1Br. RXN SMILES: [Br:1][c:2]1[c:3]([CH3:9])[n:4][c:5]([Br:8])[cH:6][cH:7]1.[CH3:16][N:17]([CH3:18])[CH:19]=[O:20].[CH3:21][CH2:22][OH:23].[Cu:10][C:11]#[N:12].[Na:13][C:14]#[N:15]>>[Br:1][c:2]1[c:3]([CH3:9])[n:4][c:5]([C:11]#[N:12])[cH:6][cH:7]1. The reactants are Cc1sc2nc(-c3ccncc3)nc(Cl)c2c1Cl, NCc1ccc(Cl)c(Cl)c1. Yields the product Cc1sc2nc(-c3ccncc3)nc(NCc3ccc(Cl)c(Cl)c3)c2c1Cl. RXN SMILES: [Cl:11][c:12]1[c:13]2[c:14]([n:15][c:16](-[c:18]3[cH:19][cH:20][n:21][cH:22][cH:23]3)[n:17]1)[s:24][c:25]([CH3:28])[c:26]2[Cl:27].[Cl:1][c:2]1[cH:3][c:4]([CH2:5][NH2:6])[cH:7][cH:8][c:9]1[Cl:10]>>[Cl:1][c:2]1[cH:3][c:4]([CH2:5][NH:6][c:12]2[c:13]3[c:14]([n:15][c:16](-[c:18]4[cH:19][cH:20][n:21][cH:22][cH:23]4)[n:17]2)[s:24][c:25]([CH3:28])[c:26]3[Cl:27])[cH:7][cH:8][c:9]1[Cl:10]. Reactants: CN1CCCC1=O, O=C1Cc2c(Cl)cccc2Sc2ccccc21, [Cu+2], N#C[Cu]C#N, N, O, O=S(=O)([O-])[O-]. The product is N#Cc1cccc2c1CC(=O)c1ccccc1S2. Reaction SMILES: [CH3:23][N:24]1[CH2:25][CH2:26][CH2:27][C:28]1=[O:29].[Cl:1][c:2]1[cH:3][cH:4][cH:5][c:6]2[c:7]1[CH2:8][C:9](=[O:17])[c:10]1[c:11]([cH:13][cH:14][cH:15][cH:16]1)[S:12]2.[Cu+2:36].[Cu:18]([C:19]#[N:20])[C:21]#[N:22].[NH3:30].[OH2:37].[S:31]([O-:32])([O-:33])(=[O:34])=[O:35]>>[c:2]1([C:19]#[N:20])[cH:3][cH:4][cH:5][c:6]2[c:7]1[CH2:8][C:9](=[O:17])[c:10]1[c:11]([cH:13][cH:14][cH:15][cH:16]1)[S:12]2.